describe an organic reaction: reactants, conditions, products, and yield From a dataset of the Open Reaction Database (ORD), a public repository of structured organic reaction records. The reactants are N(=[N+]=[N-])CC[C@@H](O)C1=NOC=C1 ((R)-α-(2-Azidoethyl)-3-isoxazolemethanol), FC1=C(C#N)C=C(C(=C1)Cl)F (2,5-difluoro-4-chloro-benzonitrile), [H-].[Na+] (sodium hydride). The product is N(=[N+]=[N-])CC[C@H](C1=NOC=C1)OC1=C(C#N)C=C(C(=C1)Cl)F (2-[[(1R)-3-Azido-1-(3-isoxazolyl)propyl]oxy]-4-chloro-5-fluorobenzonitrile). Yield: 78.4%. As a reaction SMILES: [N:1]([CH2:4][CH2:5][C@H:6]([C:8]1[CH:12]=[CH:11][O:10][N:9]=1)[OH:7])=[N+:2]=[N-:3].F[C:14]1[CH:21]=[C:20]([Cl:22])[C:19]([F:23])=[CH:18][C:15]=1[C:16]#[N:17].[H-].[Na+]>>[N:1]([CH2:4][CH2:5][C@@H:6]([O:7][C:14]1[CH:21]=[C:20]([Cl:22])[C:19]([F:23])=[CH:18][C:15]=1[C:16]#[N:17])[C:8]1[CH:12]=[CH:11][O:10][N:9]=1)=[N+:2]=[N-:3] |f:2.3|. Procedure: The product from step (a) (0.1 g) and 2,5-difluoro-4-chloro-benzonitrile (0.18 g) and sodium hydride (60% dispersion in oil, 0.035 g) were subjected to the procedure described in Example 90(a) to afford the product as a gum (0.15 g).